From a dataset of the Open Reaction Database (ORD), a public repository of structured organic reaction records. describe an organic reaction: reactants, conditions, products, and yield Starting materials: ClCCC(COC1=CC=C(C=C1)F)O (4-chloro-1-(4-fluorophenoxy)-2-butanol), N1=C(C=CC=C1)N1CCNCC1 (1-(2-pyridinyl)piperazine), C([O-])([O-])=O.[Na+].[Na+] (sodium carbonate), [I-].[K+] (potassium iodide). Solvent: C(CCC)O (1-butanol), petroleum ether. Yields the product FC1=CC=C(OCC(CCN2CCN(CC2)C2=NC=CC=C2)O)C=C1 (1-(4-Fluorophenoxy)-4-[4-(2-pyridinyl)-1-piperazinyl]-2-butanol). RXN SMILES: Cl[CH2:2][CH2:3][CH:4]([OH:14])[CH2:5][O:6][C:7]1[CH:12]=[CH:11][C:10]([F:13])=[CH:9][CH:8]=1.[N:15]1[CH:20]=[CH:19][CH:18]=[CH:17][C:16]=1[N:21]1[CH2:26][CH2:25][NH:24][CH2:23][CH2:22]1.C(=O)([O-])[O-].[Na+].[Na+].[I-].[K+]>C(O)CCC>[F:13][C:10]1[CH:11]=[CH:12][C:7]([O:6][CH2:5][CH:4]([OH:14])[CH2:3][CH2:2][N:24]2[CH2:25][CH2:26][N:21]([C:16]3[CH:17]=[CH:18][CH:19]=[CH:20][N:15]=3)[CH2:22][CH2:23]2)=[CH:8][CH:9]=1 |f:2.3.4,5.6|. Reported procedure: A mixture of 9.0 g (0.0413 mole) of 4-chloro-1-(4-fluorophenoxy)-2-butanol, 6.8 g (0.0414 mole) of 1-(2-pyridinyl)piperazine, 14.5 g (0.1374 mole) of anhydrous sodium carbonate and 0.24 g of potassium iodide in 200 ml of 1-butanol was heated at reflux for 20 hr. The mixture was concentrated under reduced pressure and the residue was partitioned between 200 ml of water and 200 ml of benzene. The benzene layer was washed with water and brine, dried over sodium sulfate and concentrated under reduce... The reactants are Cl (hydrogen chloride), [N-]=[N+]=[N-] (azide), Cl.N[C@H](C(C(=O)OC)O)CC(C)C (methyl (2RS, 3S)-3-amino-2-hydroxy-5-methylhexanoate hydrochloride), C1(=CC=CC2=CC=CC=C12)CC(C(=O)N[C@@H](CC1=CNC=N1)C(=O)N=[N+]=[N-])CC(NCC)=O (N-[2-(1-naphthylmethyl)-3-(ethylcarbamoyl)propionyl]-L-histidine azide), hydrazide, N(=O)OCCC(C)C (isoamyl nitrite), C1(=CC=CC2=CC=CC=C12)CC(C(=O)N(N)C([C@@H](N)CC1=CNC=N1)=O)CC(NCC)=O (N-[2-(1-naphthylmethyl)-3-(ethylcarbamoyl)propionyl]-L-histidine hydrazide). Run in CN(C=O)C (N,N-dimethylformamide), CN(C=O)C (N,N-dimethylformamide), C(C)N(CC)CC (triethylamine), C(C)N(CC)CC (triethylamine), CN(C=O)C (N,N-dimethylformamide). Reaction conditions: time 16 hour. The product is C1(=CC=CC2=CC=CC=C12)CC(C(=O)N[C@@H](CC1=CNC=N1)C(=O)N[C@H](C(C(=O)OC)O)CC(C)C)CC(NCC)=O (methyl (2RS, 3S)-3-{N-[2-(1-naphthylmethyl)-3-(ethylcarbamoyl)propionyl]-L-histidyl}amino-2-hydroxy-5-methylhexanoate). RXN SMILES: C1(CC(CC(=O)NCC)C(N(C(=O)[C@H](CC2N=CNC=2)N)N)=O)C2C(=CC=CC=2)C=CC=1.Cl.N(OCCC(C)C)=O.[C:42]1([CH2:52][CH:53]([CH2:69][C:70](=[O:74])[NH:71][CH2:72][CH3:73])[C:54]([NH:56][C@H:57]([C:64]([N:66]=[N+]=[N-])=[O:65])[CH2:58][C:59]2[N:63]=[CH:62][NH:61][CH:60]=2)=[O:55])[C:51]2[C:46](=[CH:47][CH:48]=[CH:49][CH:50]=2)[CH:45]=[CH:44][CH:43]=1.[N-]=[N+]=[N-].Cl.N[C@@H:80]([CH2:87][CH:88]([CH3:90])[CH3:89])[CH:81]([OH:86])[C:82]([O:84][CH3:85])=[O:83]>CN(C)C=O.C(N(CC)CC)C>[C:42]1([CH2:52][CH:53]([CH2:69][C:70](=[O:74])[NH:71][CH2:72][CH3:73])[C:54]([NH:56][C@H:57]([C:64]([NH:66][C@@H:80]([CH2:87][CH:88]([CH3:90])[CH3:89])[CH:81]([OH:86])[C:82]([O:84][CH3:85])=[O:83])=[O:65])[CH2:58][C:59]2[N:63]=[CH:62][NH:61][CH:60]=2)=[O:55])[C:51]2[C:46](=[CH:47][CH:48]=[CH:49][CH:50]=2)[CH:45]=[CH:44][CH:43]=1 |f:5.6|. Reported procedure: To a suspension of 207 mg of N-[2-(1-naphthylmethyl)-3-(ethylcarbamoyl)propionyl]-L-histidine hydrazide in 3 ml of dry N,N-dimethylformamide were added successively 0.30 ml of a dry 5.1N-hydrogen chloride in N,N-dimethylformamide solution and 0.076 ml of isoamyl nitrite at -20° C. with stirring. After disappearance of hydrazide compound, the reaction mixture was cooled to -30° C. and neutralized with 0.22 ml of triethylamine to prepare a solution of N-[2-(1-naphthylmethyl)-3-(ethylcarbamoyl)prop... Reactants: [N-]=[N+]=[N-].[Na+] (Sodium azide), C(C)(C)(C)OC(N[C@@H](C(C)(C)C)C(C1=CC=C(C=C1)F)=O)=O ([1(S)-(4-fluorobenzoyl)-2,2-dimethylpropyl]-carbamic acid tert-butyl ester). Run in CN(C)C=O (DMF). Run at temperature 120 celsius. Product: C(C)(C)(C)OC(N[C@@H](C(C)(C)C)C(C1=CC=C(C=C1)N)=O)=O ([1(S)-(4-Aminobenzoyl)-2,2-dimethylpropyl]-carbamic Acid tert-butyl Ester). The yield is 31.2%. As a reaction SMILES: [N-:1]=[N+]=[N-].[Na+].[C:5]([O:9][C:10](=[O:26])[NH:11][C@H:12]([C:17](=[O:25])[C:18]1[CH:23]=[CH:22][C:21](F)=[CH:20][CH:19]=1)[C:13]([CH3:16])([CH3:15])[CH3:14])([CH3:8])([CH3:7])[CH3:6]>CN(C=O)C>[C:5]([O:9][C:10](=[O:26])[NH:11][C@H:12]([C:17](=[O:25])[C:18]1[CH:23]=[CH:22][C:21]([NH2:1])=[CH:20][CH:19]=1)[C:13]([CH3:16])([CH3:15])[CH3:14])([CH3:8])([CH3:7])[CH3:6] |f:0.1|. Procedure: Sodium azide (1.26 g, 19.4 mmol) was added to a solution of [1(S)-(4-fluorobenzoyl)-2,2-dimethylpropyl]-carbamic acid tert-butyl ester (0.20 g, 0.7 mmol) in DMF (15 mL), and the mixture heated at 120° C. for 40 hours. The solvent was removed in vacuo before addition of 10% NaHCO3 (aq.) (30 mL) to the residual solid. The aqueous phase was extracted with ethyl acetate (2×30 mL) and the organic phases washed with brine (1×30 mL), dried over MgSO4, filtered and the solvent removed in vacuo to give a... Reactants: CC(=O)OC1NC(=O)C1CCCNC(=NC(=O)OCc1ccccc1)NC(=O)OCc1ccccc1, CC(C)(C)C(=O)Cl, C1CCOC1, C[Si](C)(C)[N-][Si](C)(C)C, [Na+]. Yields the product CC(=O)OC1C(CCCNC(=NC(=O)OCc2ccccc2)NC(=O)OCc2ccccc2)C(=O)N1C(=O)C(C)(C)C. As a reaction SMILES: [C:1]([CH3:2])(=[O:3])[O:4][CH:5]1[CH:6]([CH2:10][CH2:11][CH2:12][NH:13][C:14](=[N:15][C:16](=[O:17])[O:18][CH2:19][c:20]2[cH:21][cH:22][cH:23][cH:24][cH:25]2)[NH:26][C:27](=[O:28])[O:29][CH2:30][c:31]2[cH:32][cH:33][cH:34][cH:35][cH:36]2)[C:7](=[O:9])[NH:8]1.[C:47]([C:48]([CH3:49])([CH3:50])[CH3:51])(=[O:52])[Cl:53].[CH2:54]1[O:55][CH2:56][CH2:57][CH2:58]1.[CH3:37][Si:38]([N-:39][Si:40]([CH3:41])([CH3:42])[CH3:43])([CH3:44])[CH3:45].[Na+:46]>>[C:1]([CH3:2])(=[O:3])[O:4][CH:5]1[CH:6]([CH2:10][CH2:11][CH2:12][NH:13][C:14](=[N:15][C:16](=[O:17])[O:18][CH2:19][c:20]2[cH:21][cH:22][cH:23][cH:24][cH:25]2)[NH:26][C:27](=[O:28])[O:29][CH2:30][c:31]2[cH:32][cH:33][cH:34][cH:35][cH:36]2)[C:7](=[O:9])[N:8]1[C:47]([C:48]([CH3:49])([CH3:50])[CH3:51])=[O:52]. Starting materials: CCc1ccc(CC(=O)O)cc1, CN(C)C=O, O=C(Cl)C(=O)Cl, ClCCl. The product is CCc1ccc(CC(=O)Cl)cc1. Reaction SMILES: [CH2:1]([CH3:2])[c:3]1[cH:4][cH:5][c:6]([CH2:9][C:10](=[O:11])[OH:12])[cH:7][cH:8]1.[CH3:19][N:20]([CH3:21])[CH:22]=[O:23].[Cl:13][C:14]([C:15]([Cl:16])=[O:17])=[O:18].[Cl:24][CH2:25][Cl:26]>>[CH2:1]([CH3:2])[c:3]1[cH:4][cH:5][c:6]([CH2:9][C:10](=[O:12])[Cl:13])[cH:7][cH:8]1. Reactants: CC(CC(=O)NC(=O)OC(C)C)NC1=CC=C(C=C1)N1C=NC(=C1)C(=O)OCC (ethyl 1-(4-{[1-methyl-3-({[(1-methylethyl)oxy]carbonyl}amino)-3-oxopropyl]amino}phenyl)-1H-imidazole-4-carboxylate), [Cl-].[Mg+2].[Cl-] (magnesium chloride), intermediate 84, [BH4-].[Na+] (sodium borohydride), C(CC(O)(C(=O)O)CC(=O)O)(=O)O (citric acid), Cl (HCl). Run in O (water), C(C)O (ethanol), C(Cl)Cl (DCM). Run at temperature -15 celsius, time 1 hour. Product: C[C@@H]1NC2=CC=C(C=C2[C@@H](C1)NC(=O)OC(C)C)N1C=NC(=C1)C(=O)OCC (ethyl 1-[(cis)-2-methyl-4-({[(1-methylethyl)oxy]carbonyl}amino)-1,2,3,4-tetrahydro-6-quinolinyl]-1H-imidazole-4-carboxylate). Yield: 75.0%. Reaction SMILES: [CH3:1][CH:2]([NH:13][C:14]1[CH:19]=[CH:18][C:17]([N:20]2[CH:24]=[C:23]([C:25]([O:27][CH2:28][CH3:29])=[O:26])[N:22]=[CH:21]2)=[CH:16][CH:15]=1)[CH2:3][C:4]([NH:6][C:7]([O:9][CH:10]([CH3:12])[CH3:11])=[O:8])=O.[BH4-].[Na+].[Cl-].[Mg+2].[Cl-].C(O)(=O)CC(CC(O)=O)(C(O)=O)O.Cl>C(O)C.O.C(Cl)Cl>[CH3:1][C@H:2]1[CH2:3][C@@H:4]([NH:6][C:7]([O:9][CH:10]([CH3:12])[CH3:11])=[O:8])[C:19]2[C:14](=[CH:15][CH:16]=[C:17]([N:20]3[CH:24]=[C:23]([C:25]([O:27][CH2:28][CH3:29])=[O:26])[N:22]=[CH:21]3)[CH:18]=2)[NH:13]1 |f:1.2,3.4.5|. Procedure: A solution of ethyl 1-(4-{[1-methyl-3-({[(1-methylethyl)oxy]carbonyl}amino)-3-oxopropyl]amino}phenyl)-1H-imidazole-4-carboxylate (for a preparation see intermediate 84) (5 g, 12.4 mmol) in ethanol (80 mL) was cooled to −15° C. The solution was treated with sodium borohydride (423 mg, 11.2 mmol) followed by a solution of magnesium chloride (2.78 g, 13.7 mmol) in water (15 mL) maintaining the temperature below −10° C. The mixture was stirred below 0° C. for 1 h then at room temperature for 1 h. Th... Starting materials: BrC=1C=C(C=CC1)SC1=CC(=NN1C1=C(C=CC=C1)Cl)C(=O)OCC (ethyl 5-[(3-bromophenyl)thio]-1-(2-chlorophenyl)-1H-pyrazole-3-carboxylate), CN.CO (methylamine methanol). The solvent is CO (methanol). Reaction conditions: time 3 hour. Product: BrC=1C=C(C=CC1)SC1=CC(=NN1C1=C(C=CC=C1)Cl)C(=O)NC (5-[(3-bromophenyl)thio]-1-(2-chlorophenyl)-N-methyl-1H-pyrazole-3-carboxamide). Isolated yield 90.0%. Reaction SMILES: [Br:1][C:2]1[CH:3]=[C:4]([S:8][C:9]2[N:13]([C:14]3[CH:19]=[CH:18][CH:17]=[CH:16][C:15]=3[Cl:20])[N:12]=[C:11]([C:21]([O:23]CC)=O)[CH:10]=2)[CH:5]=[CH:6][CH:7]=1.[CH3:26][NH2:27].CO>CO>[Br:1][C:2]1[CH:3]=[C:4]([S:8][C:9]2[N:13]([C:14]3[CH:19]=[CH:18][CH:17]=[CH:16][C:15]=3[Cl:20])[N:12]=[C:11]([C:21]([NH:27][CH3:26])=[O:23])[CH:10]=2)[CH:5]=[CH:6][CH:7]=1 |f:1.2|. Procedure: To a solution of ethyl 5-[(3-bromophenyl)thio]-1-(2-chlorophenyl)-1H-pyrazole-3-carboxylate (687 mg) in methanol (8 mL) was added 40% methylamine-methanol solution (1.6 mL) at 0° C. The reaction mixture was stirred at room temperature for 3 hr, and concentrated under reduced pressure. A saturated aqueous sodium hydrogen carbonate solution was added to the residue, and the mixture was extracted with ethyl acetate. The extract was washed with saturated aqueous sodium hydrogen carbonate solution, w...